From a dataset of the Open Reaction Database (ORD), a public repository of structured organic reaction records. describe an organic reaction: reactants, conditions, products, and yield The reactants are CON=C(C(=O)OCC)C(CCl)=O (ethyl 2-methoxyimino-3-oxo-4-chlorobutyrate), C(CO)O (ethylene glycol), C1(=CC=C(C=C1)S(=O)(=O)O)C (p-toluenesulfonic acid). Solvent: C1(=CC=CC=C1)C (toluene). The product is CON=C(C(=O)OCC)C1(CCl)OCCO1 (ethyl 2-methoxyimino-3,3-ethylenedioxy-4-chlorobutyrate). Isolated yield 49.1%. Reaction SMILES: [CH3:1][O:2][N:3]=[C:4]([C:10](=[O:13])[CH2:11][Cl:12])[C:5]([O:7][CH2:8][CH3:9])=[O:6].[CH2:14](O)[CH2:15][OH:16].C1(C)C=CC(S(O)(=O)=O)=CC=1>C1(C)C=CC=CC=1>[CH3:1][O:2][N:3]=[C:4]([C:10]1([O:16][CH2:15][CH2:14][O:13]1)[CH2:11][Cl:12])[C:5]([O:7][CH2:8][CH3:9])=[O:6]. Procedure details: A mixture of ethyl 2-methoxyimino-3-oxo-4-chlorobutyrate (syn isomer, 41 g), ethylene glycol (24.6 g), p-toluenesulfonic acid (2.0 g) and toluene (250 ml) was heated for 20 hours under reflux while removing water. The reaction mixture was cooled to ambient temperature, washed with a saturated aqueous solution of sodium bicarbonate, a saturated aqueous solution of sodium chloride in turn, dried over magnesium sulfate and then the solvents were removed. The residue was distilled under reduced pres... Starting materials: [O-][Cl+2]([O-])[O-], Cl, [K+], O=[N+]([O-])c1ccc(O)nc1, O. Yields the product O=[N+]([O-])c1cnc(O)c(Cl)c1. RXN SMILES: [Cl+2:11]([O-:12])([O-:13])[O-:14].[ClH:16].[K+:15].[N+:1](=[O:2])([O-:3])[c:4]1[cH:5][cH:6][c:7]([OH:10])[n:8][cH:9]1.[OH2:17]>>[N+:1](=[O:2])([O-:3])[c:4]1[cH:5][c:6]([Cl:11])[c:7]([OH:10])[n:8][cH:9]1. Starting materials: COc1cc2c(=O)n(COC(=O)C(C)(C)C)cnc2cc1OCc1ccccc1, CCOC(C)=O, CO, CC(=O)O, CN(C)C=O. Product: COc1cc2c(=O)n(COC(=O)C(C)(C)C)cnc2cc1O. Reaction SMILES: [CH2:1]([c:2]1[cH:3][cH:4][cH:5][cH:6][cH:7]1)[O:8][c:9]1[c:10]([O:28][CH3:29])[cH:11][c:12]2[c:13](=[O:27])[n:14]([CH2:19][O:20][C:21]([C:22]([CH3:23])([CH3:24])[CH3:25])=[O:26])[cH:15][n:16][c:17]2[cH:18]1.[CH3:30][CH2:31][O:32][C:33](=[O:34])[CH3:35].[CH3:41][OH:42].[CH3:43][C:44](=[O:45])[OH:46].[O:36]=[CH:37][N:38]([CH3:39])[CH3:40]>>[OH:8][c:9]1[c:10]([O:28][CH3:29])[cH:11][c:12]2[c:13](=[O:27])[n:14]([CH2:19][O:20][C:21]([C:22]([CH3:23])([CH3:24])[CH3:25])=[O:26])[cH:15][n:16][c:17]2[cH:18]1. Reactants: BrC=1C=CC(=C(C=O)C1)F (5-bromo-2-fluorobenzaldehyde), OC=1C=CC2=C(CCS2)C1 (5-hydroxy-2,3-dihydrobenzothiophene), C(=O)([O-])[O-].[K+].[K+] (K2CO3). The solvent is CN(C)C=O (DMF). Conditions: temperature 90 celsius. Product: BrC=1C=CC(=C(C=O)C1)OC=1C=CC2=C(CCS2)C1 (5-Bromo-2-(2,3-dihydro-1-benzothien-5-yloxy)benzaldehyde). The yield is 61.8%. As a reaction SMILES: [Br:1][C:2]1[CH:3]=[CH:4][C:5](F)=[C:6]([CH:9]=1)[CH:7]=[O:8].[OH:11][C:12]1[CH:13]=[CH:14][C:15]2[S:19][CH2:18][CH2:17][C:16]=2[CH:20]=1.C([O-])([O-])=O.[K+].[K+]>CN(C=O)C>[Br:1][C:2]1[CH:3]=[CH:4][C:5]([O:11][C:12]2[CH:13]=[CH:14][C:15]3[S:19][CH2:18][CH2:17][C:16]=3[CH:20]=2)=[C:6]([CH:9]=1)[CH:7]=[O:8] |f:2.3.4|. Procedure details: A mixture of 5-bromo-2-fluorobenzaldehyde (1.08 g, 5.32 mmol), 5-hydroxy-2,3-dihydrobenzothiophene (prepared as described in Synth. Commun. 1991, 21, 959-964) (808 mg, 5.31 mmol) and K2CO3 (1.47 g, 10.6 mmol) in DMF (5 mL) was heated at 90° C. for 16 h. After cooling to room temperature the mixture was partitioned between water (50 mL) and ether (50 mL), the aqueous layer being extracted with ether (50 mL). The combined organic extracts were washed with water (50 mL), dried (MgSO4) and evaporate... Reactants: CCOC(=O)Cn1c(C)c(Cc2ccccc2)c2cc(F)ccc21, O=S(=O)(O)Cl. Product: CCOC(=O)Cn1c(C)c(Cc2ccc(S(=O)(=O)Cl)cc2)c2cc(F)ccc21. Reaction SMILES: [CH2:6]([CH3:7])[O:8][C:9]([CH2:10][n:11]1[c:12]([CH3:28])[c:13]([CH2:21][c:22]2[cH:23][cH:24][cH:25][cH:26][cH:27]2)[c:14]2[cH:15][c:16]([F:20])[cH:17][cH:18][c:19]12)=[O:29].[Cl:1][S:2](=[O:3])(=[O:4])[OH:5]>>[Cl:1][S:2](=[O:3])(=[O:5])[c:25]1[cH:24][cH:23][c:22]([CH2:21][c:13]2[c:12]([CH3:28])[n:11]([CH2:10][C:9]([O:8][CH2:6][CH3:7])=[O:29])[c:19]3[c:14]2[cH:15][c:16]([F:20])[cH:17][cH:18]3)[cH:27][cH:26]1. Reactants: CN1CCc2ccc(N)cc2C1, CC(C)O, O=C(Nc1cccc(-c2nn3ccccc3c2-c2ccnc(Cl)n2)c1)C(F)(F)F, Cl. The product is CN1CCc2ccc(Nc3nccc(-c4c(-c5cccc(NC(=O)C(F)(F)F)c5)nn5ccccc45)n3)cc2C1. RXN SMILES: [CH3:30][N:31]1[CH2:32][c:33]2[cH:34][c:35]([NH2:41])[cH:36][cH:37][c:38]2[CH2:39][CH2:40]1.[CH3:43][CH:44]([OH:45])[CH3:46].[Cl:1][c:2]1[n:3][cH:4][cH:5][c:6](-[c:8]2[c:9](-[c:17]3[cH:18][c:19]([NH:23][C:24]([C:25]([F:26])([F:27])[F:28])=[O:29])[cH:20][cH:21][cH:22]3)[n:10][n:11]3[c:12]2[cH:13][cH:14][cH:15][cH:16]3)[n:7]1.[ClH:42]>>[c:2]1([NH:41][c:35]2[cH:34][c:33]3[c:38]([cH:37][cH:36]2)[CH2:39][CH2:40][N:31]([CH3:30])[CH2:32]3)[n:3][cH:4][cH:5][c:6](-[c:8]2[c:9](-[c:17]3[cH:18][c:19]([NH:23][C:24]([C:25]([F:26])([F:27])[F:28])=[O:29])[cH:20][cH:21][cH:22]3)[n:10][n:11]3[c:12]2[cH:13][cH:14][cH:15][cH:16]3)[n:7]1. Starting materials: CN (methylamine), ClCOC(=O)OCC1=NC(=CC=C1)COC(=O)OCCl (2,6-bis(chloromethyloxy-carbonyloxymethyl)pyridine). Reaction conditions: temperature 10 celsius. The product is CNC(O)=O.CNC(O)=O.OCC1=NC(=CC=C1)CO (2,6-bis(hydroxymethyl)pyridine bis(N-methylcarbamate)). Isolated yield 83.8%. Reaction SMILES: [CH3:1][NH2:2].ClC[O:5][C:6]([O:8][CH2:9][C:10]1[CH:15]=[CH:14][CH:13]=[C:12]([CH2:16][O:17][C:18]([O:20]CCl)=[O:19])[N:11]=1)=[O:7]>>[CH3:1][NH:2][C:18](=[O:19])[OH:20].[CH3:1][NH:2][C:6](=[O:5])[OH:7].[OH:8][CH2:9][C:10]1[CH:15]=[CH:14][CH:13]=[C:12]([CH2:16][OH:17])[N:11]=1 |f:2.3.4|. Procedure: 3.15 ml of methanolic methylamine solution (containing 33.6% by weight, i.e. 0.024 moles, of methylamine) are added to a solution of 1.3 g (0.004 moles) of 2,6-bis(chloromethyloxy-carbonyloxymethyl)pyridine (prepared as described in Example 1) at about 0° C. under cooling at such a rate that the temperature is maintained at 10° C. or lower. A crystalline precipitate is separated. After completing the addition, 5 ml of water are added to the mixture which is then cooled to 2° to 5° C. The precipi...